This data is from the Open Reaction Database (ORD), a public repository of structured organic reaction records. The task is: describe an organic reaction: reactants, conditions, products, and yield Yields the product COCCOc1cc(N(C)S(=O)(=O)c2nccn2C)c2[nH]c(C(=O)O)cc2c1. Reactants: CCOC(=O)c1cc2cc(OCCOC)cc(N(C)S(=O)(=O)c3nccn3C)c2[nH]1, CCO, Cl, [Na+], C1CCOC1, [OH-]. Reaction SMILES: [CH3:1][O:2][CH2:3][CH2:4][O:5][c:6]1[cH:7][c:8]2[cH:9][c:10]([C:26](=[O:27])[O:28][CH2:29][CH3:30])[nH:11][c:12]2[c:13]([N:15]([S:16](=[O:17])(=[O:18])[c:19]2[n:20]([CH3:24])[cH:21][cH:22][n:23]2)[CH3:25])[cH:14]1.[CH3:37][CH2:38][OH:39].[ClH:31].[Na+:41].[O:32]1[CH2:33][CH2:34][CH2:35][CH2:36]1.[OH-:40]>>[CH3:1][O:2][CH2:3][CH2:4][O:5][c:6]1[cH:7][c:8]2[cH:9][c:10]([C:26](=[O:27])[OH:28])[nH:11][c:12]2[c:13]([N:15]([S:16](=[O:17])(=[O:18])[c:19]2[n:20]([CH3:24])[cH:21][cH:22][n:23]2)[CH3:25])[cH:14]1. The reactants are C(C)(=O)O (acetic acid), C(C)(=O)O (acetic acid), C(C1=CC=CC=C1)OC(C1=CC=C(C=C1)C=O)=O (4-formylbenzoic acid benzyl ester), chromic acid anhydride. The solvent is O (water), O (water). Run at time 2 hour. The product is C(C1=CC=CC=C1)OC(=O)C1=CC=C(C(=O)O)C=C1 (4-benzyloxycarbonylbenzoic acid). The yield is 49.0%. Reaction SMILES: C(O)(=[O:3])C.[CH2:5]([O:12][C:13](=[O:22])[C:14]1[CH:19]=[CH:18][C:17]([CH:20]=[O:21])=[CH:16][CH:15]=1)[C:6]1[CH:11]=[CH:10][CH:9]=[CH:8][CH:7]=1>O>[CH2:5]([O:12][C:13]([C:14]1[CH:15]=[CH:16][C:17]([C:20]([OH:3])=[O:21])=[CH:18][CH:19]=1)=[O:22])[C:6]1[CH:7]=[CH:8][CH:9]=[CH:10][CH:11]=1. Procedure: To 50 ml of an acetic acid solution containing 7.34 g (30.5 mmol) of 4-formylbenzoic acid benzyl ester were dropwise added 4.53 g (4.35 mmol) of chromic acid anhydride, 40 ml of acetic acid and 1.3 ml of water with stirring at room temperature for a period of 2 hours. The oxidation of a formyl group was further carried out overnight at room temperature. The reaction mixture was put into water, and the deposited black-green crystal was collected by filtration, followed by drying. The resultant cr... The reactants are COC1=CC=C(CSC2=CC(=C3N(C2=O)C2(NC3=O)CCCCC2)C)C=C1 (6′-((4-methoxybenzyl)thio)-8′-methyl-2′H-spiro[cyclohexane-1,3′-imidazo[1,5-a]pyridine]-1′,5′-dione), CS(=O)(=O)O (methanesulfonic acid), O (water). The solvent is C(Cl)(Cl)Cl (chloroform). Conditions: temperature 50 celsius, time 8 hour. The product is SC1=CC(=C2N(C1=O)C1(NC2=O)CCCCC1)C (6′-mercapto-8′-methyl-2′H-spiro[cyclohexane-1,3′-imidazo[1,5-a]pyridine]-1′,5′-dione). As a reaction SMILES: COC1C=CC(C[S:8][C:9]2[C:14](=[O:15])[N:13]3[C:16]4([CH2:24][CH2:23][CH2:22][CH2:21][CH2:20]4)[NH:17][C:18](=[O:19])[C:12]3=[C:11]([CH3:25])[CH:10]=2)=CC=1.CS(O)(=O)=O.O>C(Cl)(Cl)Cl>[SH:8][C:9]1[C:14](=[O:15])[N:13]2[C:16]3([CH2:24][CH2:23][CH2:22][CH2:21][CH2:20]3)[NH:17][C:18](=[O:19])[C:12]2=[C:11]([CH3:25])[CH:10]=1. Reported procedure: To a solution of 6′-((4-methoxybenzyl)thio)-8′-methyl-2′H-spiro[cyclohexane-1,3′-imidazo[1,5-a]pyridine]-1′,5′-dione (3, 3.3 g, 8.58 mmol) in chloroform (40 mL) is added methanesulfonic acid (3 mL, 46.23 mmol). The reaction is stirred at 50° C. overnight. The resulting mixture is cooled to room temperature, poured into water and extracted with dichloromethane. The organic layer is dried over magnesium sulfate, filtered and concentrated. The crude is purified via column chromatography to afford 6...